From a dataset of the Open Reaction Database (ORD), a public repository of structured organic reaction records. describe an organic reaction: reactants, conditions, products, and yield Yields the product C(C)OC(=O)C1CCN(CC1)C1=NC=CC=C1 (3,4,5,6-Tetrahydro-2H-[1,2′]bipyridinyl-4-carboxylic acid ethyl ester). Starting materials: C([O-])([O-])=O.[K+].[K+] (Potassium carbonate), BrC1=NC=CC=C1 (2-Bromopyridine), C(C)OC(C1CCNCC1)=O (Ethylisonipecotate). Procedure details: Potassium carbonate (52.5 g, 0.379 mol) was charged to a stirred solution of 2-Bromopyridine (60 g, 0.379 mol) and Ethylisonipecotate (59.7 g, 0.379 mol), at an ambient temperature before heating to 120° C. for 24 hours. The mixture was cooled to room temperature and propan-2-ol charged to the solution. The reaction mixture was then filtered and telescoped into preparation 1c. RXN SMILES: C(=O)([O-])[O-].[K+].[K+].Br[C:8]1[CH:13]=[CH:12][CH:11]=[CH:10][N:9]=1.[CH2:14]([O:16][C:17](=[O:24])[CH:18]1[CH2:23][CH2:22][NH:21][CH2:20][CH2:19]1)[CH3:15]>CC(O)C>[CH2:14]([O:16][C:17]([CH:18]1[CH2:19][CH2:20][N:21]([C:8]2[CH:13]=[CH:12][CH:11]=[CH:10][N:9]=2)[CH2:22][CH2:23]1)=[O:24])[CH3:15] |f:0.1.2|. Run at temperature 120 celsius. Solvent: CC(C)O (propan-2-ol). The reactants are FC(C(C)O)(F)F ((rac)-1,1,1-Trifluoro-2-propanol), [H-].[K+] (potassium hydride), FC=1C=CC=2S(C3=CC=CC=C3OC2C1)(=O)=O (3-Fluorophenoxathiin 10,10-dioxide). The solvent is CN(C=O)C (N,N-dimethylformamide). Reaction conditions: time 1 hour. The product is FC(C(OC=1C=CC=2S(C3=CC=CC=C3OC2C1)(=O)=O)C)(F)F ((rac)-3-(2,2,2-trifluoro-1-methylethoxy)phenoxathiin 10,10-dioxide). Yield: 87.9%. RXN SMILES: [F:1][C:2]([F:7])([F:6])[CH:3]([OH:5])[CH3:4].[H-].[K+].F[C:11]1[CH:12]=[CH:13][C:14]2[S:15](=[O:26])(=[O:25])[C:16]3[C:21]([O:22][C:23]=2[CH:24]=1)=[CH:20][CH:19]=[CH:18][CH:17]=3>CN(C)C=O>[F:1][C:2]([F:7])([F:6])[CH:3]([CH3:4])[O:5][C:11]1[CH:12]=[CH:13][C:14]2[S:15](=[O:25])(=[O:26])[C:16]3[C:21]([O:22][C:23]=2[CH:24]=1)=[CH:20][CH:19]=[CH:18][CH:17]=3 |f:1.2|. Procedure details: (rac)-1,1,1-Trifluoro-2-propanol (Oakwood) (0.45 g, 0.004 mole) was added to a stirred, ice-bath cooled mixture of potassium hydride (approximate 50% dispersion in mineral oil) (Aldrich) (0.32 g, 0.004 mole) and N,N-dimethylformamide (50 mL). The ice-bath was removed, and the reaction was stirred at ambient temperature for 1 hour. 3-Fluorophenoxathiin 10,10-dioxide (Example 47) (1.00 g, 0.004 mole) was added, and the mixture was heated at reflux under nitrogen for 2 hours. The reaction was coole... Starting materials: CC(=O)OCc1nc(C(C)C)c(Sc2cc(Cl)cc(Cl)c2)n1Cc1ccncc1, CCO, [Na+], [OH-]. Yields the product CC(C)c1nc(CO)n(Cc2ccncc2)c1Sc1cc(Cl)cc(Cl)c1. As a reaction SMILES: [C:1](=[O:2])([CH3:3])[O:4][CH2:5][c:6]1[n:7]([CH2:23][c:24]2[cH:25][cH:26][n:27][cH:28][cH:29]2)[c:8]([S:14][c:15]2[cH:16][c:17]([Cl:22])[cH:18][c:19]([Cl:21])[cH:20]2)[c:9]([CH:11]([CH3:12])[CH3:13])[n:10]1.[CH3:32][CH2:33][OH:34].[Na+:31].[OH-:30]>>[OH:4][CH2:5][c:6]1[n:7]([CH2:23][c:24]2[cH:25][cH:26][n:27][cH:28][cH:29]2)[c:8]([S:14][c:15]2[cH:16][c:17]([Cl:22])[cH:18][c:19]([Cl:21])[cH:20]2)[c:9]([CH:11]([CH3:12])[CH3:13])[n:10]1.